From a dataset of the Open Reaction Database (ORD), a public repository of structured organic reaction records. describe an organic reaction: reactants, conditions, products, and yield Starting materials: IC1=CC=2C(=NC=C3C2N(N=C3)C)N1S(=O)(=O)C1=CC=C(C)C=C1 (7-iodo-1-methyl-6-tosyl-1,6-dihydropyrazolo[3,4-d]pyrrolo[2,3-b]pyridine), CS(=O)(=O)C=1C=C(C=CC1)B(O)O (3-(methylsulfonyl)phenylboronic acid), C(=O)([O-])[O-].[Na+].[Na+] (Na2CO3). Reagents/catalysts: C=1C=CC(=CC1)[P](C=2C=CC=CC2)(C=3C=CC=CC3)[Pd]([P](C=4C=CC=CC4)(C=5C=CC=CC5)C=6C=CC=CC6)([P](C=7C=CC=CC7)(C=8C=CC=CC8)C=9C=CC=CC9)[P](C=1C=CC=CC1)(C=1C=CC=CC1)C=1C=CC=CC1 (Pd(PPh3)4). The solvent is O1CCOCC1.O (1,4-dioxane water). Conditions: temperature 90 celsius. Yields the product CN1N=CC=2C1=C1C(=NC2)N(C(=C1)C1=CC(=CC=C1)S(=O)(=O)C)S(=O)(=O)C1=CC=C(C)C=C1 (1-methyl-7-(3-(methylsulfonyl)phenyl)-6-tosyl-1,6-dihydropyrazolo[3,4-d]pyrrolo[2,3-b]pyridine). Yield: 126.7%. Reaction SMILES: I[C:2]1[N:14]([S:15]([C:18]2[CH:24]=[CH:23][C:21]([CH3:22])=[CH:20][CH:19]=2)(=[O:17])=[O:16])[C:5]2=[N:6][CH:7]=[C:8]3[CH:12]=[N:11][N:10]([CH3:13])[C:9]3=[C:4]2[CH:3]=1.[CH3:25][S:26]([C:29]1[CH:30]=[C:31](B(O)O)[CH:32]=[CH:33][CH:34]=1)(=[O:28])=[O:27].C([O-])([O-])=O.[Na+].[Na+]>O1CCOCC1.O.C1C=CC([P]([Pd]([P](C2C=CC=CC=2)(C2C=CC=CC=2)C2C=CC=CC=2)([P](C2C=CC=CC=2)(C2C=CC=CC=2)C2C=CC=CC=2)[P](C2C=CC=CC=2)(C2C=CC=CC=2)C2C=CC=CC=2)(C2C=CC=CC=2)C2C=CC=CC=2)=CC=1>[CH3:13][N:10]1[C:9]2=[C:4]3[CH:3]=[C:2]([C:33]4[CH:32]=[CH:31][CH:30]=[C:29]([S:26]([CH3:25])(=[O:28])=[O:27])[CH:34]=4)[N:14]([S:15]([C:18]4[CH:24]=[CH:23][C:21]([CH3:22])=[CH:20][CH:19]=4)(=[O:17])=[O:16])[C:5]3=[N:6][CH:7]=[C:8]2[CH:12]=[N:11]1 |f:2.3.4,5.6,^1:54,56,75,94|. Procedure details: A mixture of 7-iodo-1-methyl-6-tosyl-1,6-dihydropyrazolo[3,4-d]pyrrolo[2,3-b]pyridine (0.134 g, 0.296 mmol), 3-(methylsulfonyl)phenylboronic acid (0.711 g, 0.356 mmol, Combi-Blocks), Pd(PPh3)4 (0.24 g, 0.021 mmol, Strem), Na2CO3 (0.790 g, 0.741 mmol) in 1,4-dioxane:water (3:1, mL) was heated to about 90° C. for about 5 h. The reaction mixture was filtered through a plug of Celite®. The filtrate was washed with water (10 mL), dried over anhydrous MgSO4, filtered, and concentrated under reduced pr... Starting materials: CN(C)CC1=CC(=NC=C1)CSCCN (2-(4-dimethylaminomethyl-2-pyridylmethylthio)ethylamine), [N+](=O)([O-])NC1=NC=C(C(N1)=O)CC=1C=NC(=CC1)C (2-nitroamino-5-(6-methyl-3-pyridylmethyl)-4-pyrimidone). The solvent is N1=CC=CC=C1 (pyridine). Product: N (ammonia), CN(C)CC1=CC(=NC=C1)CSCCNC1=NC=C(C(N1)=O)CC=1C=NC(=CC1)C (2-[2-(4-dimethylaminomethyl-2-pyridylmethylthio)ethylamino]-5-(6-methyl-3-pyridylmethyl)-4-pyrimidone). The yield is 123.1%. RXN SMILES: [CH3:1][N:2]([CH2:4][C:5]1[CH:10]=[CH:9][N:8]=[C:7]([CH2:11][S:12][CH2:13][CH2:14][NH2:15])[CH:6]=1)[CH3:3].[N+](N[C:20]1[NH:25][C:24](=[O:26])[C:23]([CH2:27][C:28]2[CH:29]=[N:30][C:31]([CH3:34])=[CH:32][CH:33]=2)=[CH:22][N:21]=1)([O-])=O>N1C=CC=CC=1>[NH3:2].[CH3:3][N:2]([CH2:4][C:5]1[CH:10]=[CH:9][N:8]=[C:7]([CH2:11][S:12][CH2:13][CH2:14][NH:15][C:20]2[NH:25][C:24](=[O:26])[C:23]([CH2:27][C:28]3[CH:29]=[N:30][C:31]([CH3:34])=[CH:32][CH:33]=3)=[CH:22][N:21]=2)[CH:6]=1)[CH3:1]. Procedure details: A solution of 2-(4-dimethylaminomethyl-2-pyridylmethylthio)ethylamine (0.5 g) and 2-nitroamino-5-(6-methyl-3-pyridylmethyl)-4-pyrimidone (0.7 g) in pyridine (3 ml) was heated under reflux for 3.5 hours and evaporated to dryness. The residue was purified by elution from a column of silica gel with ethyl acetate:ethanol: 28% w/w aqueous ammonia (by volume 10:15:2) and recrytallisation from acetonitrile to give 2-[2-(4-dimethylaminomethyl-2-pyridylmethylthio)ethylamino]-5-(6-methyl-3-pyridylmethyl)... The reactants are C(C)(=O)OCC (ethyl acetate), BrCCCCC#N (5-bromovaleronitrile), C(C1=CC=CC=C1)OC(=O)C1=CNC2=CC=CC=C12 (3-indolecarboxylic acid benzyl ester), [H-].[Na+] (sodium hydride). The solvent is O (water), O1CCCC1 (tetrahydrofuran). Conditions: temperature 0 celsius. Yields the product C(C1=CC=CC=C1)OC(=O)C1=CN(C2=CC=CC=C12)CCCCC#N (1-(4-Cyanobutyl)-3-indolecarboxylic acid benzyl ester). Reaction SMILES: Br[CH2:2][CH2:3][CH2:4][CH2:5][C:6]#[N:7].[CH2:8]([O:15][C:16]([C:18]1[C:26]2[C:21](=[CH:22][CH:23]=[CH:24][CH:25]=2)[NH:20][CH:19]=1)=[O:17])[C:9]1[CH:14]=[CH:13][CH:12]=[CH:11][CH:10]=1.[H-].[Na+].C(OCC)(=O)C>O1CCCC1.O>[CH2:8]([O:15][C:16]([C:18]1[C:26]2[C:21](=[CH:22][CH:23]=[CH:24][CH:25]=2)[N:20]([CH2:2][CH2:3][CH2:4][CH2:5][C:6]#[N:7])[CH:19]=1)=[O:17])[C:9]1[CH:14]=[CH:13][CH:12]=[CH:11][CH:10]=1 |f:2.3|. Procedure details: 1.1 equivalents of 5-bromovaleronitrile are added to 40 mmol of 3-indolecarboxylic acid benzyl ester dissolved in tetrahydrofuran. After cooling to 0° C., 1.8 g of sodium hydride are added portionwise. After one hour of reaction at 0° C. and 14 hours at room temperature, ethyl acetate and water are added. The organic phase is separated and washed several times in succession with an aqueous phase containing hydrochloric acid followed by a basic aqueous phase. After drying and evaporation, the res... Yield: 38.0%. Reaction conditions: temperature 90 celsius. The product is OC(CNS(=O)(=O)C1=CC=C(C=C1)C)C1=CC=C(C=C1)[N+](=O)[O-] (N-(2-Hydroxy-2-(4-nitrophenyl)ethyl)-4-methylbenzenesulfonamide), solid. Reactants: C(Cl)Cl (DCM), C([O-])([O-])=O.[K+].[K+] (potassium carbonate), CC1=CC=C(C=C1)S(=O)(=O)N (Tosylamide), [N+](=O)([O-])C1=CC=C(C=C1)C1OC1 (2-(4-nitrophenyl)oxirane). Reaction SMILES: [CH3:1][C:2]1[CH:7]=[CH:6][C:5]([S:8]([NH2:11])(=[O:10])=[O:9])=[CH:4][CH:3]=1.[N+:12]([C:15]1[CH:20]=[CH:19][C:18]([CH:21]2[CH2:23][O:22]2)=[CH:17][CH:16]=1)([O-:14])=[O:13].C(=O)([O-])[O-].[K+].[K+].C(Cl)Cl>[Cl-].C([N+](CC)(CC)CC)C1C=CC=CC=1.O1CCOCC1>[OH:22][CH:21]([C:18]1[CH:17]=[CH:16][C:15]([N+:12]([O-:14])=[O:13])=[CH:20][CH:19]=1)[CH2:23][NH:11][S:8]([C:5]1[CH:4]=[CH:3][C:2]([CH3:1])=[CH:7][CH:6]=1)(=[O:10])=[O:9] |f:2.3.4,6.7|. Reagents/catalysts: [Cl-].C(C1=CC=CC=C1)[N+](CC)(CC)CC (benzyltriethylammonium chloride). Procedure: Tosylamide (0.69 g, 4.0 mmol), 2-(4-nitrophenyl)oxirane (I83) (0.33 g, 2.0 mmol), benzyltriethylammonium chloride (46 mg, 0.20 mmol) and potassium carbonate (28 mg, 0.20 mmol) were suspended in dioxane (1.0 mL) and the resulting mixture was stirred at 90° C. After four hours the mixture was cooled to room temperature and poured into DCM (15 mL). The resulting mixture was filtered and evaporated. The residue was chromatographed (Isolera, 40 g silica cartridge, 0-100% ethyl acetate/petroleum benzi... Solvent: O1CCOCC1 (dioxane). Starting materials: C([O-])([O-])=O.[Na+].[Na+] (sodium carbonate), C1(=CC=C(C=C1)C1CCN(C=C1)C(C(C)(C)C)=O)C (4-p-tolyl-N-pivaloyldihydropyridine), [Mn](=O)(=O)(=O)[O-].[K+] (potassium permanganate), [Mn](=O)(=O)(=O)[O-] (permanganate), S(=O)([O-])S(=O)[O-].[Na+].[Na+] (sodium dithionite). Reagents/catalysts: [Cl-].C(C1=CC=CC=C1)[N+](CCCC)(CCCC)CCCC (benzyltributylammonium chloride). Conditions: temperature 100 celsius, time 1.5 hour. Product: C(=O)(O)C1=CC=C(C=C1)C1=CC=NC=C1 (4-(4′-carboxyphenyl)-pyridine). The yield is 81.0%. As a reaction SMILES: [C:1](=[O:4])([O-])[O-:2].[Na+].[Na+].[C:7]1(C)[CH:12]=[CH:11][C:10]([CH:13]2[CH:18]=[CH:17][N:16](C(=O)C(C)(C)C)[CH2:15][CH2:14]2)=[CH:9][CH:8]=1.[Mn]([O-])(=O)(=O)=O.[K+].[Mn]([O-])(=O)(=O)=O.S(S([O-])=O)([O-])=O.[Na+].[Na+]>[Cl-].C([N+](CCCC)(CCCC)CCCC)C1C=CC=CC=1>[C:1]([C:7]1[CH:8]=[CH:9][C:10]([C:13]2[CH:14]=[CH:15][N:16]=[CH:17][CH:18]=2)=[CH:11][CH:12]=1)([OH:2])=[O:4] |f:0.1.2,4.5,7.8.9,10.11|. Procedure details: 1.0 g of anhydrous sodium carbonate, 0.05 g of benzyltributylammonium chloride and 0.8 g of 4-p-tolyl-N-pivaloyldihydropyridine are added at room temperature to 75 ml of a 2% strength by weight aqueous potassium permanganate solution. After stirring at 100° C. for 1.5 hours, excess permanganate is reduced by means of sodium dithionite, the precipitated manganese dioxide is filtered off, the filtrate is acidified and the precipitated product is filtered off to give 4-(4′-carboxyphenyl)-pyridine i...